Dataset: the Open Reaction Database (ORD), a public repository of structured organic reaction records. Task: describe an organic reaction: reactants, conditions, products, and yield Run in ClCCl (dichloromethane). Reactants: tribromide, FC(C(=O)O)(F)F.C(C)OC(C1=CC=C(C=C1)C=1N=C2SC(=NN2C1)C1=CC=C(C=C1)OC)=O (4-[2-(4-methoxyphenyl)imidazo[2,1-b][1,3,4]thiadiazol-6-yl]benzoic acid ethyl ester trifluoroacetic acid salt), O (water). Reaction SMILES: FC(F)(F)C(O)=O.C([O:10][C:11](=[O:34])[C:12]1[CH:17]=[CH:16][C:15]([C:18]2[N:19]=[C:20]3[N:24]([CH:25]=2)[N:23]=[C:22]([C:26]2[CH:31]=[CH:30][C:29]([O:32]C)=[CH:28][CH:27]=2)[S:21]3)=[CH:14][CH:13]=1)C.O>ClCCl>[OH:32][C:29]1[CH:30]=[CH:31][C:26]([C:22]2[S:21][C:20]3=[N:19][C:18]([C:15]4[CH:16]=[CH:17][C:12]([C:11]([OH:34])=[O:10])=[CH:13][CH:14]=4)=[CH:25][N:24]3[N:23]=2)=[CH:27][CH:28]=1 |f:0.1|. Product: OC1=CC=C(C=C1)C1=NN2C(S1)=NC(=C2)C2=CC=C(C(=O)O)C=C2 (4-[2-(4-hydroxyphenyl)imidazo[2,1-b][1,3,4]thiadiazol-6-yl]benzoic acid). Isolated yield 130.6%. Procedure: To a suspension of 4-[2-(4-methoxyphenyl)imidazo[2,1-b][1,3,4]thiadiazol-6-yl]benzoic acid ethyl ester trifluoroacetic acid salt (1.0 g) in dichloromethane (10 ml) was added borone tribromide (1.0M solution in dichloromethane) (8.0 ml) at 0° C. and the mixture was stirred at ambient temperature for 1 week. The reaction mixture was pulverized with cold water. The precipitate was collected by filtration and dried to give 4-[2-(4-hydroxyphenyl)imidazo[2,1-b][1,3,4]thiadiazol-6-yl]benzoic acid (893 ... Reactants: Cl.CC1CCN(CC1)CC(=O)O (2-(4-methylpiperidin-1-yl)acetic acid hydrochloride), N[C@H](C(=O)NC1=CC=C(C=C1)OC1=CC=C(C=C1)F)COCC1=CC=CC=C1 ((S)-2-amino-3-(benzyloxy)-N-(4-(4-fluorophenoxy)phenyl)propanamide). The product is Compound 130, C(C1=CC=CC=C1)OC[C@@H](C(=O)NC1=CC=C(C=C1)OC1=CC=C(C=C1)F)NC(CN1CCC(CC1)C)=O ((S)-3-(benzyloxy)-N-(4-(4-fluorophenoxy)phenyl)-2-(2-(4-methylpiperidin-1-yl)acetamido)propanamide). Isolated yield 46.2%. As a reaction SMILES: Cl.[CH3:2][CH:3]1[CH2:8][CH2:7][N:6]([CH2:9][C:10]([OH:12])=O)[CH2:5][CH2:4]1.[NH2:13][C@@H:14]([CH2:32][O:33][CH2:34][C:35]1[CH:40]=[CH:39][CH:38]=[CH:37][CH:36]=1)[C:15]([NH:17][C:18]1[CH:23]=[CH:22][C:21]([O:24][C:25]2[CH:30]=[CH:29][C:28]([F:31])=[CH:27][CH:26]=2)=[CH:20][CH:19]=1)=[O:16]>>[CH2:34]([O:33][CH2:32][C@H:14]([NH:13][C:10](=[O:12])[CH2:9][N:6]1[CH2:5][CH2:4][CH:3]([CH3:2])[CH2:8][CH2:7]1)[C:15]([NH:17][C:18]1[CH:23]=[CH:22][C:21]([O:24][C:25]2[CH:30]=[CH:29][C:28]([F:31])=[CH:27][CH:26]=2)=[CH:20][CH:19]=1)=[O:16])[C:35]1[CH:40]=[CH:39][CH:38]=[CH:37][CH:36]=1 |f:0.1|. Procedure: Proceeding as in Example 1, but substituting 2-(4-methylpiperidin-1-yl)acetic acid hydrochloride and (S)-2-amino-3-(benzyloxy)-N-(4-(4-fluorophenoxy)phenyl)propanamide, gave Compound 130, (S)-3-(benzyloxy)-N-(4-(4-fluorophenoxy)phenyl)-2-(2-(4-methylpiperidin-1-yl)acetamido)propanamide (19.2 mg, 46.2%); Major isomer: 1H-NMR (400 MHz, DMSO-D6): σ 10.21 (s, 1H), 7.94 (d, 1H), 7.60 (d, 2H), 7.29-7.33 (m, 5H), 7.19-7.27 (m, 2H), 6.98-7.04 (m, 4H), 4.67-4.71 (m, 1H), 4.52 (s, 2H), 3.68-0.80 (m, 2H), ... Starting materials: C(C)C1=C2C(=CC(N(C2=CC(=N1)CC)CC1=CC=C(C=C1)C1=C(C=CC=C1)C=1N=NN(N1)C(C1=CC=CC=C1)(C1=CC=CC=C1)C1=CC=CC=C1)=O)SC1=CC=CC=C1 (5,7-diethyl-4-phenylthio-1-[(2'-(2-triphenylmethyl-2H-tetrazol-5-yl)biphenyl-4-yl)methyl]-1,6-naphthyridin-2(1H)-one), [Na] (sodium), Cl (hydrochloric acid). Run in CO (methanol). Conditions: temperature 0 celsius. Product: Cl.C(C)C1=C2CCC(N(C2=CC(=N1)CC)CC1=CC=C(C=C1)C1=C(C=CC=C1)C1=NN=NN1)=O (5,7-diethyl-1-[(2'-(1H-tetrazol-5-yl)biphenyl-4-yl)methyl]-1,2,3,4-tetrahydro-1,6-naphthyridin-2-one hydrochloride). Reaction SMILES: [CH2:1]([C:3]1[N:12]=[C:11]([CH2:13][CH3:14])[CH:10]=[C:9]2[C:4]=1[C:5](SC1C=CC=CC=1)=[CH:6][C:7](=[O:52])[N:8]2[CH2:15][C:16]1[CH:21]=[CH:20][C:19]([C:22]2[CH:27]=[CH:26][CH:25]=[CH:24][C:23]=2[C:28]2[N:29]=[N:30][N:31](C(C3C=CC=CC=3)(C3C=CC=CC=3)C3C=CC=CC=3)[N:32]=2)=[CH:18][CH:17]=1)[CH3:2].[Na].[ClH:61]>CO>[ClH:61].[CH2:1]([C:3]1[N:12]=[C:11]([CH2:13][CH3:14])[CH:10]=[C:9]2[C:4]=1[CH2:5][CH2:6][C:7](=[O:52])[N:8]2[CH2:15][C:16]1[CH:17]=[CH:18][C:19]([C:22]2[CH:27]=[CH:26][CH:25]=[CH:24][C:23]=2[C:28]2[NH:29][N:30]=[N:31][N:32]=2)=[CH:20][CH:21]=1)[CH3:2] |f:4.5,^1:59|. Procedure: 5,7-Diethyl-1-[(2'-(1-(4-nitrophenyl)-1H-tetrazol-5-yl)biphenyl-4-yl)methyl]-1,2,3,4-tetrahydro-1,6-naphthyridin-2-one (A) (5.0 g) was added to a solution of sodium (2.05 g) in methanol (100 ml) and the solution was heated at reflux for 16 hours under an atmosphere of argon. The mixture was cooled to 0° C. and acidified with concentrated hydrochloric acid (20 ml). The precipitated solid was collected by filtration and recrystallised successively from isopropanol (60 ml), water (30 ml) and ethano... Reactants: CC(C)(C)C=NO, [O-]Cl, ClCCl, C=Cc1c(Cl)ccc(C(=O)OC)c1Cl, [Na+], [O-]Cl, O. Yields the product COC(=O)c1ccc(Cl)c(C2CC(C(C)(C)C)=NO2)c1Cl. As a reaction SMILES: [CH3:18][C:19]([CH:20]=[N:21][OH:22])([CH3:23])[CH3:24].[Cl:1][O-:2].[Cl:27][CH2:28][Cl:29].[Cl:4][c:5]1[c:6]([C:7](=[O:8])[O:9][CH3:10])[cH:11][cH:12][c:13]([Cl:17])[c:14]1[CH:15]=[CH2:16].[Na+:3].[O-:25][Cl:26].[OH2:30]>>[Cl:4][c:5]1[c:6]([C:7](=[O:8])[O:9][CH3:10])[cH:11][cH:12][c:13]([Cl:17])[c:14]1[CH:15]1[CH2:16][C:20]([C:19]([CH3:18])([CH3:23])[CH3:24])=[N:21][O:22]1. Starting materials: COC(=O)C=1C(=C2C=C(C(N(C2=CN1)CC1=CC=CC=C1)=O)Br)O (1-benzyl-3-bromo-5-hydroxy-2-oxo-1,2-dihydro-[1,7]naphthyridine-6-carboxylic acid methyl ester), FC(C1=C(C=CC=C1)B(O)O)(F)F (2-(trifluoromethyl)phenylboronic acid), [O-]P(=O)([O-])[O-].[K+].[K+].[K+] (K3PO4), COC=1C=CC=C(C1C=2C=CC=CC2P(C3CCCCC3)C4CCCCC4)OC (SPhos), Cl (HCl). Reagents/catalysts: CC(=O)[O-].CC(=O)[O-].[Pd+2] (Pd(OAc)2). The solvent is C1(=CC=CC=C1)C (toluene), O (H2O), CCOC(=O)C (EtOAc), O (water). Conditions: temperature 100 celsius. The product is COC(=O)C=1C(=C2C=C(C(N(C2=CN1)CC1=CC=CC=C1)=O)C1=C(C=CC=C1)C(F)(F)F)O (1-Benzyl-5-hydroxy-2-oxo-3-(2-trifluoromethyl-phenyl)-1,2-dihydro-[1,7]naphthyridine-6-carboxylic acid methyl ester). The yield is 30.5%. RXN SMILES: [CH3:1][O:2][C:3]([C:5]1[C:6]([OH:24])=[C:7]2[C:12](=[CH:13][N:14]=1)[N:11]([CH2:15][C:16]1[CH:21]=[CH:20][CH:19]=[CH:18][CH:17]=1)[C:10](=[O:22])[C:9](Br)=[CH:8]2)=[O:4].[F:25][C:26]([F:37])([F:36])[C:27]1[CH:32]=[CH:31][CH:30]=[CH:29][C:28]=1B(O)O.[O-]P([O-])([O-])=O.[K+].[K+].[K+].COC1C=CC=C(OC)C=1C1C=CC=CC=1P(C1CCCCC1)C1CCCCC1.Cl>C1(C)C=CC=CC=1.CC([O-])=O.CC([O-])=O.[Pd+2].CCOC(C)=O.O>[CH3:1][O:2][C:3]([C:5]1[C:6]([OH:24])=[C:7]2[C:12](=[CH:13][N:14]=1)[N:11]([CH2:15][C:16]1[CH:21]=[CH:20][CH:19]=[CH:18][CH:17]=1)[C:10](=[O:22])[C:9]([C:28]1[CH:29]=[CH:30][CH:31]=[CH:32][C:27]=1[C:26]([F:37])([F:36])[F:25])=[CH:8]2)=[O:4] |f:2.3.4.5,9.10.11|. Procedure: A mixture of 1-benzyl-3-bromo-5-hydroxy-2-oxo-1,2-dihydro-[1,7]naphthyridine-6-carboxylic acid methyl ester (100 mg, 0.26 mmol), 2-(trifluoromethyl)phenylboronic acid (73 mg, 0.39 mmol), K3PO4 (109 mg, 0.51 mmol), H2O (9.3 mg, 0.51 mmol), SPhos (5.3 mg, 0.013 mmol) and Pd(OAc)2 (5.2 mg, 0.0077 mmol) in toluene (5 mL) was heated at 100° C. under nitrogen atmosphere for 20 h. After the mixture was cooled to r.t., water and EtOAc were added. 1 M HCl was added until pH was about 2, and the aqueous l... The reactants are ClC1=CC=C(C=C1)S(=O)(=O)N=C=O (4-chlorobenzenesulfonylisocyanate), ClC1=CC(=C(C(=O)O)C=C1)NCC=1C=NC=CC1 (4-chloro-2-(3-pyridylmethyl)aminobenzoic acid). Yields the product ClC1=CC=C2C(N(C(N(C2=C1)CC=1C=NC=CC1)=O)S(=O)(=O)C1=CC=C(C=C1)Cl)=O (7-chloro-3-(4-chlorobenzenesulfonyl)-1-(3-pyridylmethyl)-2,4(1H,3H)-quinazolinedione). Yield: 16.6%. Reaction SMILES: [Cl:1][C:2]1[CH:7]=[CH:6][C:5]([S:8]([N:11]=[C:12]=[O:13])(=[O:10])=[O:9])=[CH:4][CH:3]=1.[Cl:14][C:15]1[CH:23]=[CH:22][C:18]([C:19]([OH:21])=O)=[C:17]([NH:24][CH2:25][C:26]2[CH:27]=[N:28][CH:29]=[CH:30][CH:31]=2)[CH:16]=1>>[Cl:14][C:15]1[CH:16]=[C:17]2[C:18]([C:19](=[O:21])[N:11]([S:8]([C:5]3[CH:6]=[CH:7][C:2]([Cl:1])=[CH:3][CH:4]=3)(=[O:9])=[O:10])[C:12](=[O:13])[N:24]2[CH2:25][C:26]2[CH:27]=[N:28][CH:29]=[CH:30][CH:31]=2)=[CH:22][CH:23]=1. Procedure details: 580 mg (2.68 mmol) of 4-chlorobenzenesulfonylisocyanate and 600 mg (2.28 mmol) of 4-chloro-2-(3-pyridylmethyl)aminobenzoic acid were treated in the same way as in Example 1 to obtain 175 mg of the above-identified compound (yield 16.6%). Properties: colorless crystal, Melting point: >190° C. (decomposition), PMR (δppm, DMSO-d6):5.29 (2H,s), 7.3-7.4 (2H,m), 7.39 (1H,s), 7.68 (1H,d), 7.79 (2H,d), 7.97 (1H,d), 8.20 (2H,d), 8.46 (1H,d), 8.57 (1H,d). Reactants: ClC1=C(C=CC=C1)C1CC(C(C(C1)=O)=C(COC)O)=O (5-(2-chlorophenyl)-2-(1-hydroxy-2-methoxyethylidene)cyclohexane-1,3-dione), O.NN (hydrazine hydrate). Run in C(C)O (ethanol). Product: ClC1=C(C=CC=C1)C1CC(C=2C(=NNC2C1)COC)=O (6-(2-chlorophenyl)-3-methoxymethyl-4,5,6,7-tetrahydroindazol-4-one). The yield is 25.3%. RXN SMILES: [Cl:1][C:2]1[CH:7]=[CH:6][CH:5]=[CH:4][C:3]=1[CH:8]1[CH2:13][C:12](=O)[C:11](=[C:15](O)[CH2:16][O:17][CH3:18])[C:10](=[O:20])[CH2:9]1.O.[NH2:22][NH2:23]>C(O)C>[Cl:1][C:2]1[CH:7]=[CH:6][CH:5]=[CH:4][C:3]=1[CH:8]1[CH2:13][C:12]2[NH:23][N:22]=[C:15]([CH2:16][O:17][CH3:18])[C:11]=2[C:10](=[O:20])[CH2:9]1 |f:1.2|. Reported procedure: A solution of 5-(2-chlorophenyl)-2-(1-hydroxy-2-methoxyethylidene)cyclohexane-1,3-dione (0.4 g) and hydrazine hydrate (0.072 g) in ethanol (15 ml) was refluxed for 1 hour. Under reduced pressure, the solvent was evaporated, and the residue was purified with silica gel column chromatography to give 6-(2-chlorophenyl)-3-methoxymethyl-4,5,6,7-tetrahydroindazol-4-one (0.1 g) as oil. The reactants are FC(OC1=CC=C(C=C1)N1C(C2(CC1)CCNCC2)=O)(F)F (2-(4-trifluoromethoxy-phenyl)-2,8-diaza-spiro[4.5]decan-1-one), O=C(OC(Cl)(Cl)Cl)Cl (diphosgene), CNCCC1=NC=CC=C1 (methyl-(2-pyridin-2-yl-ethyl)-amine). The product is CN(C(=O)N1CCC2(CCN(C2=O)C2=CC=C(C=C2)OC(F)(F)F)CC1)CCC1=NC=CC=C1 (1-Oxo-2-(4-trifluoromethoxy-phenyl)-2,8-diaza-spiro[4.5]decane-8-carboxylic acid methyl-(2-pyridin-2-yl-ethyl)-amide). As a reaction SMILES: [F:1][C:2]([F:22])([F:21])[O:3][C:4]1[CH:9]=[CH:8][C:7]([N:10]2[CH2:14][CH2:13][C:12]3([CH2:19][CH2:18][NH:17][CH2:16][CH2:15]3)[C:11]2=[O:20])=[CH:6][CH:5]=1.O=C(Cl)[O:25][C:26](Cl)(Cl)Cl.[CH3:31][NH:32][CH2:33][CH2:34][C:35]1[CH:40]=[CH:39][CH:38]=[CH:37][N:36]=1>>[CH3:31][N:32]([CH2:33][CH2:34][C:35]1[CH:40]=[CH:39][CH:38]=[CH:37][N:36]=1)[C:26]([N:17]1[CH2:16][CH2:15][C:12]2([C:11](=[O:20])[N:10]([C:7]3[CH:8]=[CH:9][C:4]([O:3][C:2]([F:1])([F:21])[F:22])=[CH:5][CH:6]=3)[CH2:14][CH2:13]2)[CH2:19][CH2:18]1)=[O:25]. Procedure details: This material was prepared in analogy to example 251 step B) from 2-(4-trifluoromethoxy-phenyl)-2,8-diaza-spiro[4.5]decan-1-one, diphosgene and methyl-(2-pyridin-2-yl-ethyl)-amine. MS (ESI): 477.4 (MH+).